Dataset: the Open Reaction Database (ORD), a public repository of structured organic reaction records. Task: describe an organic reaction: reactants, conditions, products, and yield Reactants: O=C1OC2(C=C1C(=O)OCC)CCOCC2 (Ethyl 2-oxo-1,8-dioxaspiro[4.5]dec-3-ene-3-carboxylate), NC1=CC(CC(C1)(C)C)=O (3-amino-5,5-dimethylcyclohex-2-enone), ClC=1C(C(=C(C(C1Cl)=O)C#N)C#N)=O (2,3-dichloro-5,6-dicyano-p-benzoquinone). The solvent is C(C)OC(C)=O (ethylacetate). Run at temperature 200 celsius, time 18 hour. The product is OC1=NC=2CC(CC(C2C2=C1C(OC21CCOCC1)=O)=O)(C)C (4-Hydroxy-7,7-dimethyl-2′,3′,5′,6′,7,8-hexahydro-3H-spiro[furo[3,4-c]quinoline-1,4′-pyran]-3,9(6H)-dione). As a reaction SMILES: [O:1]=[C:2]1[C:6]([C:7]([O:9]CC)=O)=[CH:5][C:4]2([CH2:16][CH2:15][O:14][CH2:13][CH2:12]2)[O:3]1.[NH2:17][C:18]1[CH2:23][C:22]([CH3:25])([CH3:24])[CH2:21][C:20](=[O:26])[CH:19]=1.ClC1C(=O)C(C#N)=C(C#N)C(=O)C=1Cl>C(OC(=O)C)C>[OH:9][C:7]1[C:6]2[C:2](=[O:1])[O:3][C:4]3([CH2:12][CH2:13][O:14][CH2:15][CH2:16]3)[C:5]=2[C:19]2[C:20](=[O:26])[CH2:21][C:22]([CH3:25])([CH3:24])[CH2:23][C:18]=2[N:17]=1. Reported procedure: 10 g Ethyl 2-oxo-1,8-dioxaspiro[4.5]dec-3-ene-3-carboxylate and 6.15 g 3-amino-5,5-dimethylcyclohex-2-enone are mixed and heated to 200° C. for 20 minutes under a vacuo of 20 mbar. The mixture is cooled to room temperature and dissolved in 100 ml ethylacetate. 10 g 2,3-dichloro-5,6-dicyano-p-benzoquinone are added and the mixture is stirred for 4 hours at 50° C. and for 18 hours at room temperature. The product is isolated by filtration and washed with ethylacetate.